Task: describe an organic reaction: reactants, conditions, products, and yield. Dataset: the Open Reaction Database (ORD), a public repository of structured organic reaction records The reactants are CC(C(C(=O)OCC1=CC=C(C=C1)[N+](=O)[O-])N1C(C(C1Cl)NC(COC1=CC=CC=C1)=O)=O)=C (p-nitrobenzyl 3-methyl-2-(2-oxo-4-chloro-3-phenoxyacetamido-1-azetidinyl)-3--butenoate), hydrochloride salt, [Cl-].[Na+] (sodium chloride), P(Cl)(Cl)(Cl)(Cl)Cl (phosphorus pentachloride), N1=CC=CC2=CC=CC=C12 (quinoline). Run in C(Cl)(Cl)Cl (chloroform), C(CC)O (n-propyl alcohol), petroleum ether. Reaction conditions: temperature -30 celsius, time 30 minute. The product is CC(C(C(=O)OCC1=CC=C(C=C1)[N+](=O)[O-])N1C(C(C1Cl)N)=O)=C (p-Nitrobenzyl 3-methyl-2-(2-oxo-4-chloro-3-amino-1-azetidinyl)-3-butenoate). RXN SMILES: [CH3:1][C:2](=[CH2:34])[CH:3]([N:17]1[CH:20]([Cl:21])[CH:19]([NH:22]C(=O)COC2C=CC=CC=2)[C:18]1=[O:33])[C:4]([O:6][CH2:7][C:8]1[CH:13]=[CH:12][C:11]([N+:14]([O-:16])=[O:15])=[CH:10][CH:9]=1)=[O:5].P(Cl)(Cl)(Cl)(Cl)Cl.N1C2C(=CC=CC=2)C=CC=1.[Cl-].[Na+]>C(O)CC.C(Cl)(Cl)Cl>[CH3:34][C:2](=[CH2:1])[CH:3]([N:17]1[CH:20]([Cl:21])[CH:19]([NH2:22])[C:18]1=[O:33])[C:4]([O:6][CH2:7][C:8]1[CH:13]=[CH:12][C:11]([N+:14]([O-:16])=[O:15])=[CH:10][CH:9]=1)=[O:5] |f:3.4|. Reported procedure: To a solution of 5 mmoles of p-nitrobenzyl 3-methyl-2-(2-oxo-4-chloro-3-phenoxyacetamido-1-azetidinyl)-3--butenoate in 20 ml. of chloroform cooled to -10° C. were added 30 mmoles of phosphorus pentachloride and an excess of quinoline (30 mmoles plus). The reaction mixture was stirred for 30 min. and was then cooled to -30° C. To the cold mixture were added 2 ml. of n-propyl alcohol with stirring and the reaction mixture was allowed to stand in an ice bath for about 3 min. Thereafter 5 ml. of a s... The reactants are CO, COC(=O)C1CN(S(=O)(=O)c2ccc3cc(Cl)ccc3c2)CC(=O)N1N(C)C1CCN(c2ccnc(C)c2)CC1, Cl, Cl, [Na+], [OH-]. Yields the product Cc1cc(N2CCC(N(C)N3C(=O)CN(S(=O)(=O)c4ccc5cc(Cl)ccc5c4)CC3C(=O)O)CC2)ccn1. RXN SMILES: [CH3:45][OH:46].[Cl:2][c:3]1[cH:4][c:5]2[cH:6][cH:7][c:8]([S:13](=[O:14])(=[O:15])[N:16]3[CH2:17][CH:18]([C:38](=[O:39])[O:40][CH3:41])[N:19]([N:23]([CH:24]4[CH2:25][CH2:26][N:27]([c:30]5[cH:31][c:32]([CH3:36])[n:33][cH:34][cH:35]5)[CH2:28][CH2:29]4)[CH3:37])[C:20](=[O:22])[CH2:21]3)[cH:9][c:10]2[cH:11][cH:12]1.[ClH:1].[ClH:44].[Na+:43].[OH-:42]>>[Cl:2][c:3]1[cH:4][c:5]2[cH:6][cH:7][c:8]([S:13](=[O:14])(=[O:15])[N:16]3[CH2:17][CH:18]([C:38](=[O:39])[OH:40])[N:19]([N:23]([CH:24]4[CH2:25][CH2:26][N:27]([c:30]5[cH:31][c:32]([CH3:36])[n:33][cH:34][cH:35]5)[CH2:28][CH2:29]4)[CH3:37])[C:20](=[O:22])[CH2:21]3)[cH:9][c:10]2[cH:11][cH:12]1. Reactants: [Al+3], CC(=O)Cl, [Cl-], [Cl-], [Cl-], ClCCl, c1ccc2c(c1)CCO2. The product is CC(=O)c1ccc2c(c1)CCO2. Reaction SMILES: [Al+3:15].[CH3:10][C:11]([Cl:12])=[O:13].[Cl-:14].[Cl-:16].[Cl-:17].[Cl:18][CH2:19][Cl:20].[O:1]1[CH2:2][CH2:3][c:4]2[c:5]1[cH:6][cH:7][cH:8][cH:9]2>>[O:1]1[CH2:2][CH2:3][c:4]2[c:5]1[cH:6][cH:7][c:8]([C:11]([CH3:10])=[O:13])[cH:9]2. The reactants are ClC=1C=C2C(=NC1)N(C=C2C2=NC=C(C(=N2)N[C@@H]2CN(CCC2)CC(=O)OC(C)(C)C)F)S(=O)(=O)C2=CC=C(C=C2)C (tert-butyl 2-[(3S)-3-[[2-[5-chloro-1-(p-tolylsulfonyl)pyrrolo[2,3-b]pyridin-3-yl]-5-fluoro-pyrimidin-4-yl]amino]-1-piperidyl]acetate), ClC=1C=C2C(=NC1)N(C=C2C2=NC=C(C(=N2)N[C@@H]2CN(CCC2)C(=O)OC(C)(C)C)F)S(=O)(=O)C2=CC=C(C)C=C2 ((S)-tert-butyl 3-(2-(5-chloro-1-tosyl-1H-pyrrolo[2,3-b]pyridin-3-yl)-5-fluoropyrimidin-4-ylamino)piperidine-1-carboxylate), [Li+].[OH-] (LiOH). The solvent is [Cl-].[Na+].O (brine), C1CCOC1 (THF). Product: ClC=1C=C2C(=NC1)NC=C2C2=NC=C(C(=N2)N[C@@H]2CN(CCC2)CC(=O)OC(C)(C)C)F ((S)-tert-butyl 2-(3-(2-(5-chloro-1H-pyrrolo[2,3-b]pyridin-3-yl)-5-fluoropyrimidin-4-ylamino)piperidin-1-yl)ethanoate). As a reaction SMILES: [Cl:1][C:2]1[CH:3]=[C:4]2[C:10]([C:11]3[N:16]=[C:15]([NH:17][C@H:18]4[CH2:23][CH2:22][CH2:21][N:20]([CH2:24][C:25]([O:27][C:28]([CH3:31])([CH3:30])[CH3:29])=[O:26])[CH2:19]4)[C:14]([F:32])=[CH:13][N:12]=3)=[CH:9][N:8](S(C3C=CC(C)=CC=3)(=O)=O)[C:5]2=[N:6][CH:7]=1.ClC1C=C2C(C3N=C(N[C@H]4CCCN(C(OC(C)(C)C)=O)C4)C(F)=CN=3)=CN(S(C3C=CC(C)=CC=3)(=O)=O)C2=NC=1.[Li+].[OH-]>C1COCC1.[Cl-].[Na+].O>[Cl:1][C:2]1[CH:3]=[C:4]2[C:10]([C:11]3[N:16]=[C:15]([NH:17][C@H:18]4[CH2:23][CH2:22][CH2:21][N:20]([CH2:24][C:25]([O:27][C:28]([CH3:30])([CH3:29])[CH3:31])=[O:26])[CH2:19]4)[C:14]([F:32])=[CH:13][N:12]=3)=[CH:9][NH:8][C:5]2=[N:6][CH:7]=1 |f:2.3,5.6.7|. Procedure details: To a solution of tert-butyl 2-[(3S)-3-[[2-[5-chloro-1-(p-tolylsulfonyl)pyrrolo[2,3-b]pyridin-3-yl]-5-fluoro-pyrimidin-4-yl]amino]-1-piperidyl]acetate, 2a, (0.27 g, 0.44 mmol) in THF was added 1N LiOH solution. The reaction mixture was heated in microwave at 120 degrees for 10 minutes. The reaction mixture diluted with brine, extracted with EtOAc, then with 20% isopropanol/CH2Cl2. The combined organic phases were dried (MgSO4), filtered and concentrated in vacuo. The resulting product, 2b, was us... Starting materials: ice water, C(C1=CC=CC=C1)N1CCC2=CC=CC=C12 (1-benzylindoline), CN(C=O)C (N,N-dimethylformamide), [OH-].[Na+] (sodium hydroxide), P(=O)(Cl)(Cl)Cl (phosphorus oxychloride). Conditions: temperature 35 celsius, time 2 hour. Yields the product C(C1=CC=CC=C1)N1CCC2=CC(=CC=C12)C=O (1-benzyl-5-formylindoline). The yield is 97.0%. As a reaction SMILES: [CH2:1]([N:8]1[C:16]2[C:11](=[CH:12][CH:13]=[CH:14][CH:15]=2)[CH2:10][CH2:9]1)[C:2]1[CH:7]=[CH:6][CH:5]=[CH:4][CH:3]=1.CN(C)[CH:19]=[O:20].P(Cl)(Cl)(Cl)=O.[OH-].[Na+]>>[CH2:1]([N:8]1[C:16]2[C:11](=[CH:12][C:13]([CH:19]=[O:20])=[CH:14][CH:15]=2)[CH2:10][CH2:9]1)[C:2]1[CH:3]=[CH:4][CH:5]=[CH:6][CH:7]=1 |f:3.4|. Reported procedure: Into a 1,000 mλ reaction flask equipped with a thermometer, a stirrer, a condenser and a dropping funnel, 209 g (1.0 mol) of 1-benzylindoline and 365.5 g (5.0 mols) of N,N-dimethylformamide (DMF) were charged, and the temperature was raised to a liquid temperature of from 30 to 40° C. Then, while stirring at the same temperature, 161.0 g (1.05 mols) of phosphorus oxychloride was dropwise added thereto over a period of about two hours from the dropping funnel. After completion of the dropwise add...